Dataset: the Open Reaction Database (ORD), a public repository of structured organic reaction records. Task: describe an organic reaction: reactants, conditions, products, and yield The reactants are O=C([O-])O, CCOC(C)=O, ClC(Cl)Cl, [Na+], [Na+], [Na+], CCCCC(NC(=O)OC(Cn1cnc2cc(Cl)c(Cl)cc21)C(C)(C)C)C(O)CNS(=O)(=O)c1ccccn1, CCCCC(NC(=O)OC(Cn1cnc2cc(Cl)c(Cl)cc21)C(C)(C)C)C(O)CNS(=O)(=O)c1ccccn1, O=S([O-])([O-])=S. Yields the product CCCCC(NC(=O)OC(Cn1cnc2cc(Cl)c(Cl)cc21)C(C)(C)C)C(=O)CNS(=O)(=O)c1ccccn1. As a reaction SMILES: [C:86](=[O:87])([OH:88])[O-:89].[CH3:95][CH2:96][O:97][C:98](=[O:99])[CH3:100].[CH:91]([Cl:92])([Cl:93])[Cl:94].[Na+:84].[Na+:85].[Na+:90].[OH:1][CH:2]([CH2:3][NH:4][S:5](=[O:6])(=[O:7])[c:8]1[n:9][cH:10][cH:11][cH:12][cH:13]1)[CH:14]([CH2:15][CH2:16][CH2:17][CH3:18])[NH:19][C:20]([O:21][CH:22]([C:23]([CH3:24])([CH3:25])[CH3:26])[CH2:27][n:28]1[cH:29][n:30][c:31]2[c:32]1[cH:33][c:34]([Cl:38])[c:35]([Cl:37])[cH:36]2)=[O:39].[OH:40][CH:41]([CH:42]([NH:43][C:44](=[O:45])[O:46][CH:47]([CH2:48][n:49]1[c:50]2[cH:51][c:52]([Cl:53])[c:54]([Cl:55])[cH:56][c:57]2[n:58][cH:59]1)[C:60]([CH3:61])([CH3:62])[CH3:63])[CH2:64][CH2:65][CH2:66][CH3:67])[CH2:68][NH:69][S:70]([c:71]1[cH:72][cH:73][cH:74][cH:75][n:76]1)(=[O:77])=[O:78].[S:79]([O-:80])([O-:81])(=[O:82])=[S:83]>>[O:1]=[C:2]([CH2:3][NH:4][S:5](=[O:6])(=[O:7])[c:8]1[n:9][cH:10][cH:11][cH:12][cH:13]1)[CH:14]([CH2:15][CH2:16][CH2:17][CH3:18])[NH:19][C:20]([O:21][CH:22]([C:23]([CH3:24])([CH3:25])[CH3:26])[CH2:27][n:28]1[cH:29][n:30][c:31]2[c:32]1[cH:33][c:34]([Cl:38])[c:35]([Cl:37])[cH:36]2)=[O:39].